Dataset: the Open Reaction Database (ORD), a public repository of structured organic reaction records. Task: describe an organic reaction: reactants, conditions, products, and yield The reactants are O=C([O-])[O-], COc1cc2c(Cl)ncnc2cc1OCCCN1CCCCC1, [Cs+], [Cs+], CN(C)C=O, O, Oc1ccc2cc[nH]c2c1. The product is COc1cc2c(Oc3ccc4cc[nH]c4c3)ncnc2cc1OCCCN1CCCCC1. RXN SMILES: [C:34](=[O:35])([O-:36])[O-:37].[Cl:1][c:2]1[n:3][cH:4][n:5][c:6]2[cH:7][c:8]([O:14][CH2:15][CH2:16][CH2:17][N:18]3[CH2:19][CH2:20][CH2:21][CH2:22][CH2:23]3)[c:9]([O:12][CH3:13])[cH:10][c:11]12.[Cs+:38].[Cs+:39].[O:40]=[CH:41][N:42]([CH3:43])[CH3:44].[OH2:45].[OH:24][c:25]1[cH:26][cH:27][c:28]2[cH:29][cH:30][nH:31][c:32]2[cH:33]1>>[c:2]1([O:24][c:25]2[cH:26][cH:27][c:28]3[cH:29][cH:30][nH:31][c:32]3[cH:33]2)[n:3][cH:4][n:5][c:6]2[cH:7][c:8]([O:14][CH2:15][CH2:16][CH2:17][N:18]3[CH2:19][CH2:20][CH2:21][CH2:22][CH2:23]3)[c:9]([O:12][CH3:13])[cH:10][c:11]12. The solvent is CC(=O)N(C)C (dimethylacetamide), O1CCCC1 (tetrahydrofuran). Procedure details: To a solution of 4-fluoro-2-nitrophenol (1.6 g, 10.2 mmol) in tetrahydrofuran (32 mL), chloromethyl methyl ether (1.23 g, 15.3 mmol) and diisopropyl ethyl amine (2.66 mL, 15.3 mmol) were added at room temperature, and the resulting mixture was stirred at room temperature for 1 hour. Upon the completion of the reaction, saturated aqueous ammonium chloride solution was added thereto, the resulting solution was extracted with ethyl acetate, washed with saturated sodium chloride solution, dried over... Run at time 1 hour. Reactants: [Cl-].[NH4+] (ammonium chloride), [Cl-].[NH4+] (ammonium chloride), [H-].[Na+] (Sodium hydride), CC(C#CC)O (1-methyl-2-butyn-1-ol), FC1=CC(=C(C=C1)O)[N+](=O)[O-] (4-fluoro-2-nitrophenol), COCCl (chloromethyl methyl ether), C(C)(C)N(CC)C(C)C (diisopropyl ethyl amine). As a reaction SMILES: F[C:2]1[CH:7]=[CH:6][C:5]([OH:8])=[C:4]([N+:9]([O-:11])=[O:10])[CH:3]=1.[CH3:12][O:13][CH2:14]Cl.[CH:16](N(C(C)C)CC)(C)C.[Cl-].[NH4+].[H-].[Na+].[CH3:29][CH:30]([OH:34])[C:31]#[C:32]C>O1CCCC1.CC(N(C)C)=O>[CH3:12][O:13][CH2:14][O:8][C:5]1[CH:6]=[C:7]([O:34][C:30]([CH3:16])([CH3:29])[C:31]#[CH:32])[CH:2]=[CH:3][C:4]=1[N+:9]([O-:11])=[O:10] |f:3.4,5.6|. The product is COCOC1=C(C=CC(=C1)OC(C#C)(C)C)[N+](=O)[O-] (2-methoxymethoxy-4-(1,1-dimethyl-2-propynyloxy)-1-nitro-benzene). Isolated yield 94.0%. Reactants: N(C(=O)C)C1=CC(=C(C=C1)C)N (4-acetamino-2-aminotoluene), NC1=C(C=CC=C1)OC (2-aminoanisole). Product: NC=1C=C(C=CC1)NC(=O)N (m-aminophenylurea). Reaction SMILES: [NH:1]([C:5]1[CH:10]=[CH:9][C:8](C)=[C:7]([NH2:12])[CH:6]=1)[C:2](C)=[O:3].[NH2:13]C1C=CC=CC=1OC>>[NH2:12][C:7]1[CH:6]=[C:5]([NH:1][C:2]([NH2:13])=[O:3])[CH:10]=[CH:9][CH:8]=1. Procedure: 4-acetamino-2-aminotoluene or 2-aminoanisole; Procedure details: nButyllithium (12.2 mL, 30.6 mmol, 2.5 M in hexanes) was added to toluene-4-sulfonic acid 2-(4-chloro-pyrrolo[2,3-d]pyrimidin-7-yl)-3-hydroxy-2-hydroxymethyl-propyl ester (Preparation 210, 5.73 g, 13.9 mmol) in THF (100 mL) at 0° C. and stirred for 5 min. The reaction mixture was then warmed to room temperature and stirred for 16 hours, at which point it was quenched with saturated aqueous ammonium chloride. The resulting mixture was extracted with ethyl acetate (100 mL×3) and the combined organ... Product: ClC=1C2=C(N=CN1)N(C=C2)C2(COC2)CO ([3-(4-Chloro-pyrrolo[2,3-d]pyrimidin-7-yl)-oxetan-3-yl]-methanol). Reaction conditions: time 5 minute. The yield is 36.0%. The solvent is hexanes, C1CCOC1 (THF). The reactants are ClC=1C2=C(N=CN1)N(C=C2)C(COS(=O)(=O)C2=CC=C(C=C2)C)(CO)CO (toluene-4-sulfonic acid 2-(4-chloro-pyrrolo[2,3-d]pyrimidin-7-yl)-3-hydroxy-2-hydroxymethyl-propyl ester). Reaction SMILES: [Cl:1][C:2]1[C:3]2[CH:10]=[CH:9][N:8]([C:11]([CH2:26][OH:27])([CH2:24]O)[CH2:12][O:13]S(C3C=CC(C)=CC=3)(=O)=O)[C:4]=2[N:5]=[CH:6][N:7]=1>C1COCC1>[Cl:1][C:2]1[C:3]2[CH:10]=[CH:9][N:8]([C:11]3([CH2:12][OH:13])[CH2:24][O:27][CH2:26]3)[C:4]=2[N:5]=[CH:6][N:7]=1. Starting materials: CCC(C)C(NC(=O)OCc1ccccc1)C(=O)O, ClCCl, CCOC(=O)CNc1cccnc1. Yields the product CCOC(=O)CN(C(=O)C(NC(=O)OCc1ccccc1)C(C)CC)c1cccnc1. As a reaction SMILES: [C:1](=[O:2])([O:3][CH2:4][c:5]1[cH:6][cH:7][cH:8][cH:9][cH:10]1)[NH:11][CH:12]([CH:13]([CH3:14])[CH2:15][CH3:16])[C:17](=[O:18])[OH:19].[CH2:33]([Cl:34])[Cl:35].[n:20]1[cH:21][c:22]([NH:26][CH2:27][C:28](=[O:29])[O:30][CH2:31][CH3:32])[cH:23][cH:24][cH:25]1>>[C:1](=[O:2])([O:3][CH2:4][c:5]1[cH:6][cH:7][cH:8][cH:9][cH:10]1)[NH:11][CH:12]([CH:13]([CH3:14])[CH2:15][CH3:16])[C:17](=[O:19])[N:26]([c:22]1[cH:21][n:20][cH:25][cH:24][cH:23]1)[CH2:27][C:28](=[O:29])[O:30][CH2:31][CH3:32]. Isolated yield 56.7%. Procedure: In a manner analogous to that described in Example 21, from 223 mg of N-[3(S)-[[L-asparaginyl]amino]-2(R)-hydroxy-4-phenylbutyl]-L-proline tert.butyl ester, 95 mg of toluene-4-sulphonyl chloride and 65 mg of diisopropylethylamine there were obtained 170 mg of N-[2(R)-hydroxy-4-phenyl-3(S)-[[N-(p-toluenesulphonyl)-L-asparaginyl]amino]butyl]-L-proline tert.butyl ester as a white solid (from ethylacetate/n-hexane): MS: m/e 603 [M+H]+. Product: C(C)(C)(C)OC([C@H]1N(CCC1)C[C@H]([C@H](CC1=CC=CC=C1)NC([C@@H](NS(=O)(=O)C1=CC=C(C=C1)C)CC(N)=O)=O)O)=O (N-[2(R)-hydroxy-4-phenyl-3(S)-[[N-(p-toluenesulphonyl)-L-asparaginyl]amino]butyl]-L-proline tert.butyl ester). RXN SMILES: [C:1]([O:5][C:6](=[O:32])[C@@H:7]1[CH2:11][CH2:10][CH2:9][N:8]1[CH2:12][C@@H:13]([OH:31])[C@@H:14]([NH:22][C:23](=[O:30])[C@H:24]([CH2:26][C:27](=[O:29])[NH2:28])[NH2:25])[CH2:15][C:16]1[CH:21]=[CH:20][CH:19]=[CH:18][CH:17]=1)([CH3:4])([CH3:3])[CH3:2].[C:33]1([CH3:43])[CH:38]=[CH:37][C:36]([S:39](Cl)(=[O:41])=[O:40])=[CH:35][CH:34]=1.C(N(C(C)C)CC)(C)C>C(OC(=O)C)C.CCCCCC>[C:1]([O:5][C:6](=[O:32])[C@@H:7]1[CH2:11][CH2:10][CH2:9][N:8]1[CH2:12][C@@H:13]([OH:31])[C@@H:14]([NH:22][C:23](=[O:30])[C@H:24]([CH2:26][C:27](=[O:29])[NH2:28])[NH:25][S:39]([C:36]1[CH:37]=[CH:38][C:33]([CH3:43])=[CH:34][CH:35]=1)(=[O:41])=[O:40])[CH2:15][C:16]1[CH:17]=[CH:18][CH:19]=[CH:20][CH:21]=1)([CH3:4])([CH3:2])[CH3:3] |f:3.4|. The solvent is C(C)OC(C)=O.CCCCCC (ethylacetate n-hexane). Starting materials: C(C)(C)(C)OC([C@H]1N(CCC1)C[C@H]([C@H](CC1=CC=CC=C1)NC([C@@H](N)CC(N)=O)=O)O)=O (N-[3(S)-[[L-asparaginyl]amino]-2(R)-hydroxy-4-phenylbutyl]-L-proline tert.butyl ester), C1(=CC=C(C=C1)S(=O)(=O)Cl)C (toluene-4-sulphonyl chloride), C(C)(C)N(CC)C(C)C (diisopropylethylamine). Reactants: C(C)(C)(C)C=1C=C(C=C(C1O)C(C)(C)C)C1SC(C(N1CCCN(CCOC1=CC2=C(C=C1)OCO2)C)=O)CC(=O)OCC (2-(3, 5-Di-tert-butyl-4-hydroxyphenyl)-3-[3-[N-methyl-N-[2-(3,4-methylenedioxyphenoxy)ethyl]amino]-propyl]-5-ethoxycarbonylmethyl-1,3-thiazolidin-4-one), [H-].[Al+3].[Li+].[H-].[H-].[H-] (lithium aluminum hydride), Cl (hydrochloric acid), O (water). Run in O1CCCC1 (tetrahydrofuran), O1CCCC1 (tetrahydrofuran). Reaction conditions: temperature 0 celsius, time 3 hour. Product: C(C)(C)(C)C=1C=C(C=C(C1O)C(C)(C)C)C1SC(C(N1CCCN(CCOC1=CC2=C(C=C1)OCO2)C)=O)CCO (2-(3,5-Di-tert-butyl-4-hydroxyphenyl)-3-[3-[N-methyl-N-[2-(3,4-methylenedioxyphenoxy)ethyl]-amino]propyl]-5-(2-hydroxyethyl)-1,3-thiazolidin-4-one). Yield: 91.1%. As a reaction SMILES: [C:1]([C:5]1[CH:6]=[C:7]([CH:16]2[N:20]([CH2:21][CH2:22][CH2:23][N:24]([CH3:37])[CH2:25][CH2:26][O:27][C:28]3[CH:33]=[CH:32][C:31]4[O:34][CH2:35][O:36][C:30]=4[CH:29]=3)[C:19](=[O:38])[CH:18]([CH2:39][C:40](OCC)=[O:41])[S:17]2)[CH:8]=[C:9]([C:12]([CH3:15])([CH3:14])[CH3:13])[C:10]=1[OH:11])([CH3:4])([CH3:3])[CH3:2].[H-].[Al+3].[Li+].[H-].[H-].[H-].O.Cl>O1CCCC1>[C:12]([C:9]1[CH:8]=[C:7]([CH:16]2[N:20]([CH2:21][CH2:22][CH2:23][N:24]([CH3:37])[CH2:25][CH2:26][O:27][C:28]3[CH:33]=[CH:32][C:31]4[O:34][CH2:35][O:36][C:30]=4[CH:29]=3)[C:19](=[O:38])[CH:18]([CH2:39][CH2:40][OH:41])[S:17]2)[CH:6]=[C:5]([C:1]([CH3:3])([CH3:2])[CH3:4])[C:10]=1[OH:11])([CH3:13])([CH3:14])[CH3:15] |f:1.2.3.4.5.6|. Procedure details: To a solution of 2-(3,5-di-tert-butyl-4-hydroxyphenyl)-3-[3-[N-methyl-N-[2-(3,4-methylenedioxy-phenoxy)ethyl]amino]propyl]-5-ethoxycarbonylmethyl-1,3-thiazolidin-4-one (80 mg) prepared in Example 46 in dry tetrahydrofuran (5 ml) was added lithium aluminum hydride (20 mg) at -78° C., and the mixture was stirred at 0° C. for 3 hours. To the mixture was added water-containing tetrahydrofuran (5 ml), followed by stirring at that temperature for 1 hour. The mixture was neutralized with 1N hydrochlori...